Dataset: the Open Reaction Database (ORD), a public repository of structured organic reaction records. Task: describe an organic reaction: reactants, conditions, products, and yield Starting materials: C(C)(C)(C)OC(=O)N1[C@H](CCCC1)C(=O)O ((R)-1-(tert-butoxycarbonyl)piperidine-2-carboxylic acid). Run in C1CCOC1 (THF). Run at time 18 hour. The product is C(C)(C)(C)OC(=O)N1[C@H](CCCC1)CO ((R)-tert-butyl-2-(hydroxymethyl)piperidine-1-carboxylate). Yield: 81.7%. Reaction SMILES: [C:1]([O:5][C:6]([N:8]1[CH2:13][CH2:12][CH2:11][CH2:10][C@@H:9]1[C:14](O)=[O:15])=[O:7])([CH3:4])([CH3:3])[CH3:2]>C1COCC1>[C:1]([O:5][C:6]([N:8]1[CH2:13][CH2:12][CH2:11][CH2:10][C@@H:9]1[CH2:14][OH:15])=[O:7])([CH3:4])([CH3:3])[CH3:2]. Procedure: A solution of (R)-1-(tert-butoxycarbonyl)piperidine-2-carboxylic acid (Example 15 g. 18.5 g, 80.7 mmol) in anhydrous THF (44.4 mL) was cooled to 0° C. BH3Me2S (44.4 mL, 88.8 mmol) was added drop wise over 15 minutes. After complete addition, the mixture was allowed to warm to room temperature, and stirring was continued for 18 hours. The mixture was quenched with water, and extracted with ethyl acetate. The organic extract was dried over anhydrous Na2SO4, filtered, and concentrated. The resultin...